From a dataset of the Open Reaction Database (ORD), a public repository of structured organic reaction records. describe an organic reaction: reactants, conditions, products, and yield Reactants: CCCC[Sn](CCCC)(CCCC)c1ncco1, [Cu]I, CN(C)C(=O)C(O)c1cncc(-c2cnc3c(c2)c(I)cn3COCC[Si](C)(C)C)c1, c1ccc(P(c2ccccc2)(c2ccccc2)[Pd](P(c2ccccc2)(c2ccccc2)c2ccccc2)(P(c2ccccc2)(c2ccccc2)c2ccccc2)P(c2ccccc2)(c2ccccc2)c2ccccc2)cc1. The product is CN(C)C(=O)C(O)c1cncc(-c2cnc3c(c2)c(-c2ncco2)cn3COCC[Si](C)(C)C)c1. RXN SMILES: [CH2:32]([Sn:33]([CH2:34][CH2:35][CH2:36][CH3:42])([c:37]1[o:38][cH:39][cH:40][n:41]1)[CH2:43][CH2:44][CH2:45][CH3:46])[CH2:47][CH2:48][CH3:49].[Cu:127][I:128].[OH:1][CH:2]([C:3](=[O:4])[N:5]([CH3:6])[CH3:7])[c:8]1[cH:9][n:10][cH:11][c:12](-[c:14]2[cH:15][c:16]3[c:17]([n:18][cH:19]2)[n:20]([CH2:24][O:25][CH2:26][CH2:27][Si:28]([CH3:29])([CH3:30])[CH3:31])[cH:21][c:22]3[I:23])[cH:13]1.[cH:50]1[cH:51][cH:52][c:53]([P:54]([Pd:55]([P:56]([c:57]2[cH:58][cH:59][cH:60][cH:61][cH:62]2)([c:63]2[cH:64][cH:65][cH:66][cH:67][cH:68]2)[c:69]2[cH:70][cH:71][cH:72][cH:73][cH:74]2)([P:75]([c:76]2[cH:77][cH:78][cH:79][cH:80][cH:81]2)([c:82]2[cH:83][cH:84][cH:85][cH:86][cH:87]2)[c:88]2[cH:89][cH:90][cH:91][cH:92][cH:93]2)[P:94]([c:95]2[cH:96][cH:97][cH:98][cH:99][cH:100]2)([c:101]2[cH:102][cH:103][cH:104][cH:105][cH:106]2)[c:107]2[cH:108][cH:109][cH:110][cH:111][cH:112]2)([c:113]2[cH:114][cH:115][cH:116][cH:117][cH:118]2)[c:119]2[cH:120][cH:121][cH:122][cH:123][cH:124]2)[cH:125][cH:126]1>>[OH:1][CH:2]([C:3](=[O:4])[N:5]([CH3:6])[CH3:7])[c:8]1[cH:9][n:10][cH:11][c:12](-[c:14]2[cH:15][c:16]3[c:17]([n:18][cH:19]2)[n:20]([CH2:24][O:25][CH2:26][CH2:27][Si:28]([CH3:29])([CH3:30])[CH3:31])[cH:21][c:22]3-[c:37]2[o:38][cH:39][cH:40][n:41]2)[cH:13]1. Run in C(Cl)Cl (methylene chloride). Procedure details: A solution of diethyl 4-aminophthalate (660 mg) in methylene chloride (40 mL) at 0° was treated with pyridine (0.25 mL) and acetyl chloride (0.22 mL). The reaction mixture was allowed to warm to 23° and stirred for 16 h. The reaction mixture was partitioned between saturated aqueous sodium bicarbonate and methylene chloride. The organic layer was washed with water, 2N hydrochloric acid and brine, dried (MgSO4) and evaporated. The residue was dissolved in ethyl acetate, which upon standing afford... Reactants: NC=1C=C(C(C(=O)OCC)=CC1)C(=O)OCC (diethyl 4-aminophthalate), N1=CC=CC=C1 (pyridine), C(C)(=O)Cl (acetyl chloride). RXN SMILES: [NH2:1][C:2]1[CH:3]=[C:4]([C:13]([O:15][CH2:16][CH3:17])=[O:14])[C:5](=[CH:11][CH:12]=1)[C:6]([O:8][CH2:9][CH3:10])=[O:7].N1C=CC=CC=1.[C:24](Cl)(=[O:26])[CH3:25]>C(Cl)Cl>[C:24]([NH:1][C:2]1[CH:3]=[C:4]([C:13]([O:15][CH2:16][CH3:17])=[O:14])[C:5]([C:6]([O:8][CH2:9][CH3:10])=[O:7])=[CH:11][CH:12]=1)(=[O:26])[CH3:25]. Yields the product C(C)(=O)NC=1C=C(C(=CC1)C(=O)OCC)C(=O)OCC (4-(Acetylamino)-1,2-benzenedicarboxylic acid, diethyl ester). Reaction conditions: time 16 hour. The reactants are CC1=C2C(CCS(C2=C(C=C1C(=O)OC)C)(=O)=O)O (methyl 5,8-dimethyl-4-hydroxy-1,1-dioxo-1,2,3,4-tetrahydro-1λ6-thiochromene-6-carboxylate), ClC1=NC=C(C=C1C(F)(F)F)Cl (2,5-dichloro-3-(trifluoromethyl)pyridine), CC(C)([O-])C.[K+] (potassium tert-butoxide). Solvent: O1CCCC1 (tetrahydrofuran). Reaction conditions: time 3 hour. Product: ClC=1C(=NC=C(C1)C(F)(F)F)OC1CCS(C2=C(C=C(C(=C12)C)C(=O)OC)C)(=O)=O (Methyl 4-{[3-chloro-5-(trifluoromethyl)-2-pyridyl]oxy}-5,8-dimethyl-1,1-dioxo-1,2,3,4-tetrahydro-1λ6-thiochromene-6-carboxylate). As a reaction SMILES: [CH3:1][C:2]1[C:11]([C:12]([O:14][CH3:15])=[O:13])=[CH:10][C:9]([CH3:16])=[C:8]2[C:3]=1[CH:4]([OH:19])[CH2:5][CH2:6][S:7]2(=[O:18])=[O:17].Cl[C:21]1[C:26]([C:27]([F:30])([F:29])[F:28])=[CH:25][C:24]([Cl:31])=[CH:23][N:22]=1.CC(C)([O-])C.[K+]>O1CCCC1>[Cl:31][C:24]1[C:23]([O:19][CH:4]2[C:3]3[C:8](=[C:9]([CH3:16])[CH:10]=[C:11]([C:12]([O:14][CH3:15])=[O:13])[C:2]=3[CH3:1])[S:7](=[O:17])(=[O:18])[CH2:6][CH2:5]2)=[N:22][CH:21]=[C:26]([C:27]([F:29])([F:28])[F:30])[CH:25]=1 |f:2.3|. Reported procedure: 0.48 g (1.7 mmol) of methyl 5,8-dimethyl-4-hydroxy-1,1-dioxo-1,2,3,4-tetrahydro-1λ6-thiochromene-6-carboxylate and 0.4 g (1.9 mmol) of 2,5-dichloro-3-(trifluoromethyl)pyridine were dissolved in 20 ml of tetrahydrofuran and subsequently admixed with 0.21 g (1.9 mmol) of potassium tert-butoxide. The mixture was stirred for 3 h and subsequently concentrated using a rotary evaporator. The residue was taken up in 100 ml of ethyl acetate, washed with sat. NaCl solution (2×20 ml), dried over MgSO4 and ... Starting materials: [Br-], C1CCOC1, [Li]C, [Cl-], O=C1CCOc2ccc(I)cc21, [Li+], [NH4+], O. Product: CC1(O)CCOc2ccc(I)cc21. As a reaction SMILES: [Br-:8].[CH2:1]1[O:2][CH2:3][CH2:4][CH2:5]1.[CH3:6][Li:7].[Cl-:22].[I:10][c:11]1[cH:12][c:13]2[c:18]([cH:19][cH:20]1)[O:17][CH2:16][CH2:15][C:14]2=[O:21].[Li+:9].[NH4+:23].[OH2:24]>>[CH3:1][C:14]1([OH:21])[c:13]2[cH:12][c:11]([I:10])[cH:20][cH:19][c:18]2[O:17][CH2:16][CH2:15]1. Starting materials: C#CC(C)(C)O, CCCOCCCl. The product is C#CC(C)(C)OCCOCCC. Reaction SMILES: [CH3:1][C:2]([C:3]#[CH:4])([CH3:5])[OH:6].[Cl:7][CH2:8][CH2:9][O:10][CH2:11][CH2:12][CH3:13]>>[CH3:1][C:2]([C:3]#[CH:4])([CH3:5])[O:6][CH2:8][CH2:9][O:10][CH2:11][CH2:12][CH3:13]. The reactants are BrCc1ccccn1, Br, O=C([O-])[O-], CN(C)C=O, [Cs+], [Cs+], O=C1Nc2ccccc2C12COc1cc3c(c(F)c12)OCCO3. The product is O=C1N(Cc2ccccn2)c2ccccc2C12COc1cc3c(c(F)c12)OCCO3. Reaction SMILES: [Br:25][CH2:26][c:27]1[n:28][cH:29][cH:30][cH:31][cH:32]1.[BrH:24].[C:33](=[O:34])([O-:35])[O-:36].[CH3:39][N:40]([CH3:41])[CH:42]=[O:43].[Cs+:37].[Cs+:38].[F:1][c:2]1[c:3]2[c:4]([cH:5][c:6]3[c:7]1[O:8][CH2:9][CH2:10][O:11]3)[O:12][CH2:13][C:14]21[C:15](=[O:23])[NH:16][c:17]2[cH:18][cH:19][cH:20][cH:21][c:22]21>>[F:1][c:2]1[c:3]2[c:4]([cH:5][c:6]3[c:7]1[O:8][CH2:9][CH2:10][O:11]3)[O:12][CH2:13][C:14]21[C:15](=[O:23])[N:16]([CH2:26][c:27]2[n:28][cH:29][cH:30][cH:31][cH:32]2)[c:17]2[cH:18][cH:19][cH:20][cH:21][c:22]21. Starting materials: C([C@@H]1[C@@H]([C@@H]([C@H]([C@H](O1)OC[C@@H]2[C@H]([C@@H]([C@H]([C@H](O2)O[C@]3([C@H]([C@@H]([C@H](O3)CO)O)O)CO)O)O)O)O)O)O)O (Raffinose), N[C@@H](CC(C)C)C(=O)O (Leucine). The product is C([C@@H]1[C@@H]([C@@H]([C@H]([C@H](O1)OC[C@@H]2[C@H]([C@@H]([C@H]([C@H](O2)O[C@]3([C@H]([C@@H]([C@H](O3)CO)O)O)CO)O)O)O)O)O)O)O.N[C@@H](CC(C)C)C(=O)O (Raffinose Leucine). RXN SMILES: [CH2:1]([OH:34])[C@H:2]1[O:7][C@H:6]([O:8][CH2:9][C@H:10]2[O:15][C@H:14]([O:16][C@:17]3([CH2:26][OH:27])[O:21][C@H:20]([CH2:22][OH:23])[C@@H:19]([OH:24])[C@@H:18]3[OH:25])[C@H:13]([OH:28])[C@@H:12]([OH:29])[C@@H:11]2[OH:30])[C@H:5]([OH:31])[C@@H:4]([OH:32])[C@H:3]1[OH:33].[NH2:35][C@H:36]([C:41]([OH:43])=[O:42])[CH2:37][CH:38]([CH3:40])[CH3:39]>>[CH2:1]([OH:34])[C@H:2]1[O:7][C@H:6]([O:8][CH2:9][C@H:10]2[O:15][C@H:14]([O:16][C@:17]3([CH2:26][OH:27])[O:21][C@H:20]([CH2:22][OH:23])[C@@H:19]([OH:24])[C@@H:18]3[OH:25])[C@H:13]([OH:28])[C@@H:12]([OH:29])[C@@H:11]2[OH:30])[C@H:5]([OH:31])[C@@H:4]([OH:32])[C@H:3]1[OH:33].[NH2:35][C@H:36]([C:41]([OH:43])=[O:42])[CH2:37][CH:38]([CH3:40])[CH3:39] |f:2.3|. Reported procedure: Solids Content (weight percent): 5.5% (˜91% Raffinose, ˜9% Leucine)